Dataset: the Open Reaction Database (ORD), a public repository of structured organic reaction records. Task: describe an organic reaction: reactants, conditions, products, and yield The reactants are solution, [OH-].[Na+] (NaOH), ICCC (1-iodopropane), ClC1=CC(=CC=C1)C(=O)OO (3-chloroperbenzoic acid), CC1=CC=C(C=C1)S (4-methylthiophenol), ClC1=CC(=CC=C1)C(=O)OO (3-chloroperbenzoic acid). Solvent: O (water), C(Cl)Cl (DCM), CO (MeOH), C(Cl)Cl (DCM), C(Cl)Cl (DCM). Run at temperature 0 celsius, time 1 hour. Yields the product CC1=CC=C(C=C1)S(=O)(=O)CCC (1-methyl-4-(propylsulfonyl)benzene). The yield is 78.0%. Reaction SMILES: [CH3:1][C:2]1[CH:7]=[CH:6][C:5]([SH:8])=[CH:4][CH:3]=1.[OH-:9].[Na+].I[CH2:12][CH2:13][CH3:14].ClC1C=CC=C(C(OO)=[O:23])C=1>CO.O.C(Cl)Cl>[CH3:1][C:2]1[CH:7]=[CH:6][C:5]([S:8]([CH2:12][CH2:13][CH3:14])(=[O:23])=[O:9])=[CH:4][CH:3]=1 |f:1.2|. Reported procedure: A cooled (0° C.) solution of 4-methylthiophenol (Aldrich; 20.0 g; 161 mmol) in MeOH (400 ml) was treated with a 5 N solution of NaOH in water (40 mL) and with 1-iodopropane (18.0 ml; 185 mmol). The reaction was stirred at 0° C. for 1 h then concentrated under reduced pressure. The concentrated solution was diluted with EtOAc then washed with brine. The organic phase was dried on MgSO4, filtered and concentrated under reduced pressure to give a residue, which was dissolved in DCM (200 ml) and coo... The reactants are NCCN(CCN)C (N1-(2-Aminoethyl)-N1-methylethane-1,2-diamine), C(C)(C)(C)OC(OC(C)(C)C)=O (di-tert-butylcarbonate). The solvent is C(Cl)Cl (CH2Cl2), C(Cl)Cl (CH2Cl2), C(Cl)Cl (CH2Cl2). Reaction conditions: temperature 0 celsius, time 30 minute. Yields the product NCCN(CCNC(OC(C)(C)C)=O)C (tert-butyl 2-((2-aminoethyl)(methyl)amino)ethylcarbamate). The yield is 118.5%. RXN SMILES: [NH2:1][CH2:2][CH2:3][N:4]([CH3:8])[CH2:5][CH2:6][NH2:7].[C:9]([O:13][C:14](=O)[O:15]C(C)(C)C)([CH3:12])([CH3:11])[CH3:10]>C(Cl)Cl>[NH2:1][CH2:2][CH2:3][N:4]([CH3:8])[CH2:5][CH2:6][NH:7][C:14](=[O:15])[O:13][C:9]([CH3:12])([CH3:11])[CH3:10]. Procedure details: N1-(2-Aminoethyl)-N1-methylethane-1,2-diamine (5.0 g, 42.7 mmol) was dissolved in 100 mL of CH2Cl2 and cooled to 0° C. A solution of di-tert-butylcarbonate (0.93 g, 4.27 mmol) in CH2Cl2 (10 mL) was then added dropwise at 0° C. over a period of 15 min. The resulting reaction mixture was stirred at 0° C. for 30 min and then warmed to room temperature. After stirring at room temperature for 2 h, the reaction mixture was diluted with CH2Cl2 (100 mL). The organic layer was washed with brine (3×25 mL)... Starting materials: O=C([O-])O, Cc1noc(C2OC(n3cnc4c(NC5CCCC5)ncnc43)C3OC(C)(C)OC23)n1, CCOC(C)=O, [Na+], O, O=C(O)C(F)(F)F. The product is Cc1noc(C2OC(n3cnc4c(NC5CCCC5)ncnc43)C(O)C2O)n1. RXN SMILES: [C:40](=[O:41])([OH:42])[O-:43].[CH3:1][C:2]1([CH3:31])[O:3][CH:4]2[CH:5]([O:6]1)[CH:7]([c:25]1[n:26][c:27]([CH3:30])[n:28][o:29]1)[O:8][CH:9]2[n:10]1[c:11]2[n:12][cH:13][n:14][c:15]([NH:19][CH:20]3[CH2:21][CH2:22][CH2:23][CH2:24]3)[c:16]2[n:17][cH:18]1.[CH3:45][CH2:46][O:47][C:48](=[O:49])[CH3:50].[Na+:44].[OH2:39].[OH:32][C:33]([C:34]([F:35])([F:36])[F:37])=[O:38]>>[OH:3][CH:4]1[CH:5]([OH:6])[CH:7]([c:25]2[n:26][c:27]([CH3:30])[n:28][o:29]2)[O:8][CH:9]1[n:10]1[c:11]2[n:12][cH:13][n:14][c:15]([NH:19][CH:20]3[CH2:21][CH2:22][CH2:23][CH2:24]3)[c:16]2[n:17][cH:18]1. Starting materials: FC=1C=C(C(=O)CNC2=C(C=CC(=C2)OC)[C@H]2CC=3C=CC(=CC3CC2)OC(C(C)(C)C)=O)C=CC1O (pivalic acid (R)-6-{2-[(3-fluoro-4-hydroxybenzoyl)methylamino]-4-methoxyphenyl}-5,6,7,8-tetrahydronaphthalen-2-yl ester), ClCC(=O)N1CCCCC1 (2-chloro-1-piperidin-1-ylethanone). Product: FC=1C=C(CCNC2=C(C=CC(=C2)OC)[C@H]2CC=3C=CC(=CC3CC2)O)C=CC1OCCN1CCCCC1 ((R)-6-{2-{[3-Fluoro-4-(2-piperidin-1-ylethoxy)benzyl]methylamino}-4-methoxyphenyl}-5,6,7,8-tetrahydronaphthalen-2-ol). Isolated yield 42.9%. As a reaction SMILES: [F:1][C:2]1[CH:3]=[C:4]([CH:34]=[CH:35][C:36]=1[OH:37])[C:5]([CH2:7][NH:8][C:9]1[CH:14]=[C:13]([O:15][CH3:16])[CH:12]=[CH:11][C:10]=1[C@@H:17]1[CH2:26][CH2:25][C:24]2[CH:23]=[C:22]([O:27]C(=O)C(C)(C)C)[CH:21]=[CH:20][C:19]=2[CH2:18]1)=O.Cl[CH2:39][C:40]([N:42]1[CH2:47][CH2:46][CH2:45][CH2:44][CH2:43]1)=O>>[F:1][C:2]1[CH:3]=[C:4]([CH:34]=[CH:35][C:36]=1[O:37][CH2:39][CH2:40][N:42]1[CH2:47][CH2:46][CH2:45][CH2:44][CH2:43]1)[CH2:5][CH2:7][NH:8][C:9]1[CH:14]=[C:13]([O:15][CH3:16])[CH:12]=[CH:11][C:10]=1[C@@H:17]1[CH2:26][CH2:25][C:24]2[CH:23]=[C:22]([OH:27])[CH:21]=[CH:20][C:19]=2[CH2:18]1. Procedure: Synthesized from pivalic acid (R)-6-{2-[(3-fluoro-4-hydroxybenzoyl)methylamino]-4-methoxyphenyl}-5,6,7,8-tetrahydronaphthalen-2-yl ester (20 mg) and 2-chloro-1-piperidin-1-ylethanone (13 mg) according to an analogous synthetic method to Example 404 and purified by LC-MS, the title compound (8.8 mg) was obtained. The reactants are C(C)(C)(C)OC1=CC=C2C=CC=C(C2=C1)[N+](=O)[O-] (7-tert-butoxy-1-nitronaphthalene), Cl.NO (hydroxylamine hydrochloride), [OH-].[K+] (KOH), O (H2O). Run in CCO (EtOH), CO (MeOH). Conditions: temperature 60 celsius, time 30 minute. Yields the product NC1=CC=C(C2=CC(=CC=C12)OC(C)(C)C)[N+](=O)[O-] (1-Amino-6-tert-butoxy4-nitronaphthalene). RXN SMILES: [C:1]([O:5][C:6]1[CH:15]=[C:14]2[C:9]([CH:10]=[CH:11][CH:12]=[C:13]2[N+:16]([O-:18])=[O:17])=[CH:8][CH:7]=1)([CH3:4])([CH3:3])[CH3:2].Cl.[NH2:20]O.[OH-].[K+].O>CCO.CO>[NH2:20][C:10]1[C:9]2[C:14](=[CH:15][C:6]([O:5][C:1]([CH3:4])([CH3:2])[CH3:3])=[CH:7][CH:8]=2)[C:13]([N+:16]([O-:18])=[O:17])=[CH:12][CH:11]=1 |f:1.2,3.4|. Procedure: To a stirred solution of 7-tert-butoxy-1-nitronaphthalene, as described above in Step D, (3.35 g, 13.7 mmol) and hydroxylamine hydrochloride (5.94 g, 85.5 mmol) in 95% EtOH (140 mL) at 60° C. was added KOH (11.9 g, 212 mmol) in MeOH (75 mL), dropwise over 30 min. The reaction mixture was stirred at 60° C. for 6 hours, then poured into H2O (200 mL) and extracted with CH2Cl2 (3×300 mL). The combined organic extracts were dried over Na2SO4, filtered, and concentrated in vacuo. The crude product was... The reactants are C(C)C=1C=2C=CC(=CC2C(CC1)(C)C)N (5-ethyl-8,8-dimethyl-7,8-dihydro-naphthalen-2-ylamine), C(C)C=1C=2C=CC(=CC2C(CC1)(C)C)N (5-ethyl-8,8-dimethyl-7,8-dihydro-naphthalen-2-ylamine), BrC1=CC=C(C(=O)OCC)C=C1 (ethyl 4-bromobenzoate). Yields the product C(C)OC(C1=CC=C(C=C1)NC1=CC=2C(CC=C(C2C=C1)CC)(C)C)=O (4-(5-Ethyl-8,8-dimethyl-7,8-dihydro-naphthalen-2-ylamino)-benzoic Acid Ethyl Ester). As a reaction SMILES: [CH2:1]([C:3]1[C:4]2[CH:5]=[CH:6][C:7]([NH2:15])=[CH:8][C:9]=2[C:10]([CH3:14])([CH3:13])[CH2:11][CH:12]=1)[CH3:2].Br[C:17]1[CH:27]=[CH:26][C:20]([C:21]([O:23][CH2:24][CH3:25])=[O:22])=[CH:19][CH:18]=1>>[CH2:24]([O:23][C:21](=[O:22])[C:20]1[CH:26]=[CH:27][C:17]([NH:15][C:7]2[CH:6]=[CH:5][C:4]3[C:3]([CH2:1][CH3:2])=[CH:12][CH2:11][C:10]([CH3:14])([CH3:13])[C:9]=3[CH:8]=2)=[CH:18][CH:19]=1)[CH3:25]. Procedure: Following General Procedure L, 5-ethyl-8,8-dimethyl-7,8-dihydro-naphthalen-2-ylamine (Compound 72, 0.17 g, 0.85 mmol), was reacted with ethyl 4-bromobenzoate to give the title compound as a yellow solid. The reactants are BrC=1C=C(C=CC1)C1OCCO1 (2-(3-bromophenyl)-1,3-dioxolane), C(CCC)[Li] (n-butyl lithium), O (water), COC1=CC=C2C(C(CSC2=C1)C1=CC=C(C=C1)OC)=O (7-methoxy-3-(4-methoxyphenyl)thiochroman-4-one). The solvent is O1CCCC1 (tetrahydrofuran). Run at time 50 minute. Yields the product O1C(OCC1)C=1C=C(C=CC1)C1(C(CSC2=CC(=CC=C12)OC)C1=CC=C(C=C1)OC)O (4-[3-(1,3-dioxolan-2-yl)-phenyl]-7-methoxy-3-(4-methoxyphenyl)thiochroman-4-ol). Isolated yield 50.0%. Reaction SMILES: Br[C:2]1[CH:3]=[C:4]([CH:8]2[O:12][CH2:11][CH2:10][O:9]2)[CH:5]=[CH:6][CH:7]=1.C([Li])CCC.[CH3:18][O:19][C:20]1[CH:29]=[C:28]2[C:23]([C:24](=[O:38])[CH:25]([C:30]3[CH:35]=[CH:34][C:33]([O:36][CH3:37])=[CH:32][CH:31]=3)[CH2:26][S:27]2)=[CH:22][CH:21]=1.O>O1CCCC1>[O:9]1[CH2:10][CH2:11][O:12][CH:8]1[C:4]1[CH:3]=[C:2]([C:24]2([OH:38])[C:23]3[C:28](=[CH:29][C:20]([O:19][CH3:18])=[CH:21][CH:22]=3)[S:27][CH2:26][CH:25]2[C:30]2[CH:35]=[CH:34][C:33]([O:36][CH3:37])=[CH:32][CH:31]=2)[CH:7]=[CH:6][CH:5]=1. Procedure details: To a solution of 2-(3-bromophenyl)-1,3-dioxolane (3.04 g, 13.28 mmol) in dry tetrahydrofuran (35 ml) was added n-butyl lithium (8.37 ml, 13.316 mmol, 1.59 mol/l tetrahydrofuran solution) dropwise as −78° C. over 10 minutes and stirred for 50 minutes at the same temperature. Then to the reaction mixture was added 7-methoxy-3-(4-methoxyphenyl)thiochroman-4-one (2 g, 6.658 mmol) dissolved in tetrahydrofiuran at the same temperature over 10 minutes. The reaction mixture was stirred for 6 h at −78° C... Yields the product C(C)(C)S(=O)(=O)N1C(=NC2=C1C=C(C=C2)C2=C(N=CN2C2CCN(CC2)C)C2=CC=CC=C2)N (1-isopropylsulfonyl-2-amino-6-(1-(1-(methyl)piperidin-4-yl)-4-(phenyl)-imidazol-5-yl)-benzimidazole). Reaction conditions: time 30 minute. The yield is 79.0%. As a reaction SMILES: C=O.[CH:3]([S:6]([N:9]1[C:13]2[CH:14]=[C:15]([C:18]3[N:22]([CH:23]4[CH2:28][CH2:27][NH:26][CH2:25][CH2:24]4)[CH:21]=[N:20][C:19]=3[C:29]3[CH:34]=[CH:33][CH:32]=[CH:31][CH:30]=3)[CH:16]=[CH:17][C:12]=2[N:11]=[C:10]1[NH2:35])(=[O:8])=[O:7])([CH3:5])[CH3:4].[C:36](O)(=O)C.C([BH3-])#N.[Na+]>CO>[CH:3]([S:6]([N:9]1[C:13]2[CH:14]=[C:15]([C:18]3[N:22]([CH:23]4[CH2:28][CH2:27][N:26]([CH3:36])[CH2:25][CH2:24]4)[CH:21]=[N:20][C:19]=3[C:29]3[CH:34]=[CH:33][CH:32]=[CH:31][CH:30]=3)[CH:16]=[CH:17][C:12]=2[N:11]=[C:10]1[NH2:35])(=[O:7])=[O:8])([CH3:5])[CH3:4] |f:3.4|. Run in CO (methanol). Reported procedure: Add aqueous formaldehyde (37% w/w, 0.15 mmol) to a solution of 1-isopropylsulfonyl-2-amino-6-(1-(piperidin-4-yl)-4-(phenyl)-imidazol-5-yl)-benzimidazole (75 mg) in methanol (10 mL). Stir the mixture at room temperature for 30 minutes, then cool to 0° C. Add acetic acid (0.3 mL) followed by sodium cyanoborohydride (18 mg) and stir over night at room temperature. Concentrate the mixture under reduced pressure and then dissolve the residue in ethyl acetate. Wash the solution twice with 1 N sodium h... The reactants are C(#N)[BH3-].[Na+] (sodium cyanoborohydride), C=O (formaldehyde), C(C)(C)S(=O)(=O)N1C(=NC2=C1C=C(C=C2)C2=C(N=CN2C2CCNCC2)C2=CC=CC=C2)N (1-isopropylsulfonyl-2-amino-6-(1-(piperidin-4-yl)-4-(phenyl)-imidazol-5-yl)-benzimidazole), C(C)(=O)O (acetic acid). Reactants: COCC(CC(=O)OC)=O (methyl 4-methoxyacetoacetate), NC(=O)N (urea), FC=1C=C(C=O)C=CC1F (3,4-difluorobenzaldehyde), B(F)(F)F.CCOCC (boron trifluoride diethyl etherate), C(CC(O)(C(=O)O)CC(=O)O)(=O)O (citric acid). The reagents and catalysts are C(C)(=O)[O-].[Cu+2].C(C)(=O)[O-] (copper(II) acetate). Solvent: C1CCOC1 (THF), C(C)(=O)O (acetic acid), C(C)(=O)OCC (Ethyl acetate). Conditions: temperature 20 celsius, time 1 hour. Product: COC(=O)C1=C(NC(NC1C1=CC(=C(C=C1)F)F)=O)COC ((±)-5-Methoxycarbonyl-6-(3,4-difluorophenyl)-4-methoxymethyl-1,2,3,6-tetrahydro-2-oxopyrimidine). RXN SMILES: [CH3:1][O:2][CH2:3][C:4](=O)[CH2:5][C:6]([O:8][CH3:9])=[O:7].[NH2:11][C:12]([NH2:14])=[O:13].[F:15][C:16]1[CH:17]=[C:18]([CH:21]=[CH:22][C:23]=1[F:24])[CH:19]=O.B(F)(F)F.CCOCC.C(O)(=O)CC(CC(O)=O)(C(O)=O)O>C1COCC1.C([O-])(=O)C.[Cu+2].C([O-])(=O)C.C(OCC)(=O)C.C(O)(=O)C>[CH3:9][O:8][C:6]([C:5]1[CH:19]([C:18]2[CH:21]=[CH:22][C:23]([F:24])=[C:16]([F:15])[CH:17]=2)[NH:14][C:12](=[O:13])[NH:11][C:4]=1[CH2:3][O:2][CH3:1])=[O:7] |f:3.4,7.8.9|. Procedure details: A solution of methyl 4-methoxyacetoacetate (702 g, 4.8 mol), urea (433 g, 7.2 mol), 3,4-difluorobenzaldehyde (670 g, 4.7 mol), boron trifluoride diethyl etherate(1126 g, 7.9 mol), copper(II) acetate (94 g, 0.52 mol), and acetic acid (36 mL) in THF (7.5 L) was heated to reflux for 8 hours. The reaction mixture was cooled to 20° C. Ethyl acetate (8 L) and 10% citric acid aqueous solution (7.5 kg) was added. The two layers were separated and the aqueous layer was extracted with ethyl acetate (4 L).... The reactants are C1(CC1)C(=O)NC=1SC2=C(N1)C=CC(=C2)OS(=O)(=O)C2=CC=C(C=C2)F (4-fluorobenzenesulfonic acid 2-(cyclopropanecarbonylamino)-benzothiazol-6-yl ester), CN (methylamine). The solvent is CN1CCCC1=O (NMP). The product is C1(CC1)C(=O)NC=1SC2=C(N1)C=CC(=C2)OS(=O)(=O)C2=CC=C(C=C2)NC (4-methylaminobenzenesulfonic 2-(cyclopropane-carbonylamino)benzothiazol-6-yl ester). As a reaction SMILES: [CH:1]1([C:4]([NH:6][C:7]2[S:8][C:9]3[CH:15]=[C:14]([O:16][S:17]([C:20]4[CH:25]=[CH:24][C:23](F)=[CH:22][CH:21]=4)(=[O:19])=[O:18])[CH:13]=[CH:12][C:10]=3[N:11]=2)=[O:5])[CH2:3][CH2:2]1.[CH3:27][NH2:28]>CN1C(=O)CCC1>[CH:1]1([C:4]([NH:6][C:7]2[S:8][C:9]3[CH:15]=[C:14]([O:16][S:17]([C:20]4[CH:25]=[CH:24][C:23]([NH:28][CH3:27])=[CH:22][CH:21]=4)(=[O:19])=[O:18])[CH:13]=[CH:12][C:10]=3[N:11]=2)=[O:5])[CH2:3][CH2:2]1. Reported procedure: A solution of 4-fluorobenzenesulfonic 2-(cyclopropanecarbonylamino)benzo-thiazol-6-yl ester (example 7) (25 mg, 63.71 μmol) and methylamine (2N in MeOH, 200 μl) in 300 μl of NMP is heated at 150° C. by microwave for 3 minutes. The crude reaction product is purified by preparative LC/MS (basic medium (pH 9)) to give after freeze-drying 6.7 mg of 4-methylaminobenzene-sulfonic 2-(cyclopropanecarbonylamino)benzothiazol-6-yl ester (beige-colored solid).